Dataset: the Open Reaction Database (ORD), a public repository of structured organic reaction records. Task: describe an organic reaction: reactants, conditions, products, and yield The reactants are BrCC(=O)Br (2-Bromoacetyl bromide), BrCC(=O)Br (2-bromoacetyl bromide), NC1=C(C2=C(S1)CCCC2)C(=O)NCCO (2-Amino-N-(2-hydroxyethyl)-4,5,6,7-tetrahydrobenzo[b]thiophene-3-carboxamide), CCN(C(C)C)C(C)C (DIPEA). Solvent: C1CCOC1 (THF), C1CCOC1 (THF). Run at time 30 minute. The product is BrCC(=O)NC1=C(C2=C(S1)CCCC2)C(=O)NCCO (2-(2-Bromoacetamido)-N-(2-hydroxyethyl)-4,5,6,7-tetrahydrobenzo[b]thiophene-3-carboxamide). The yield is 43.0%. Reaction SMILES: [NH2:1][C:2]1[S:6][C:5]2[CH2:7][CH2:8][CH2:9][CH2:10][C:4]=2[C:3]=1[C:11]([NH:13][CH2:14][CH2:15][OH:16])=[O:12].CCN(C(C)C)C(C)C.[Br:26][CH2:27][C:28](Br)=[O:29]>C1COCC1>[Br:26][CH2:27][C:28]([NH:1][C:2]1[S:6][C:5]2[CH2:7][CH2:8][CH2:9][CH2:10][C:4]=2[C:3]=1[C:11]([NH:13][CH2:14][CH2:15][OH:16])=[O:12])=[O:29]. Reported procedure: 2-Amino-N-(2-hydroxyethyl)-4,5,6,7-tetrahydrobenzo[b]thiophene-3-carboxamide (4.6 g, 19.14 mmol) and DIPEA (4.95 g, 6.33 mL, 38.3 mmol) were dissolved in THF (100 mL) and the mixture purged with nitrogen and cooled in an ice bath. 2-Bromoacetyl bromide (3.86 g, 1.667 mL, 19.14 mmol) dissolved in THF (5 mL) was added dropwise and the reaction monitored by TLC. After 30 min TLC indicated 3:1 product: starting material with a faint spot for bis-acylated material. An additional quantity of 2-bromoac... The reactants are BrC(Br)(Br)Br, ClCCl, OCCCCCCc1ccccc1. The product is BrCCCCCCc1ccccc1. As a reaction SMILES: [C:14]([Br:15])([Br:16])([Br:17])[Br:18].[CH2:19]([Cl:20])[Cl:21].[c:1]1([CH2:7][CH2:8][CH2:9][CH2:10][CH2:11][CH2:12][OH:13])[cH:2][cH:3][cH:4][cH:5][cH:6]1>>[c:1]1([CH2:7][CH2:8][CH2:9][CH2:10][CH2:11][CH2:12][Br:15])[cH:2][cH:3][cH:4][cH:5][cH:6]1. Starting materials: Cl.FC1=CC=C(C=C1)C(C(CC1=CC=C(C=C1)C(F)(F)F)N)O ((1RS,2SR)-1-(4-fluorophenyl)-1-hydroxy-3-(4-(trifluoromethyl)phenyl)-2-propylamine hydrochloride), C1(=CC=CC2=CC=CC=C12)S(=O)(=O)Cl (1-naphthalenesulfonyl chloride), C(O)([O-])=O.[Na+] (sodium hydrogen carbonate). Solvent: C(C)(=O)OCC (ethyl acetate), O (water). Run at time 8 hour. The product is FC1=CC=C(C=C1)C(C(CC1=CC=C(C=C1)C(F)(F)F)NS(=O)(=O)C1=CC=CC2=CC=CC=C12)O (N-((1RS,2SR)-2-(4-fluorophenyl)-2-hydroxy-1-((4-(trifluoromethyl)phenyl)methyl)ethyl)-1-naphthalenesulfonamide). The yield is 50.3%. Reaction SMILES: Cl.[F:2][C:3]1[CH:8]=[CH:7][C:6]([CH:9]([OH:23])[CH:10]([NH2:22])[CH2:11][C:12]2[CH:17]=[CH:16][C:15]([C:18]([F:21])([F:20])[F:19])=[CH:14][CH:13]=2)=[CH:5][CH:4]=1.[C:24]1([S:34](Cl)(=[O:36])=[O:35])[C:33]2[C:28](=[CH:29][CH:30]=[CH:31][CH:32]=2)[CH:27]=[CH:26][CH:25]=1.C(=O)([O-])O.[Na+]>C(OCC)(=O)C.O>[F:2][C:3]1[CH:4]=[CH:5][C:6]([CH:9]([OH:23])[CH:10]([NH:22][S:34]([C:24]2[C:33]3[C:28](=[CH:29][CH:30]=[CH:31][CH:32]=3)[CH:27]=[CH:26][CH:25]=2)(=[O:36])=[O:35])[CH2:11][C:12]2[CH:17]=[CH:16][C:15]([C:18]([F:21])([F:20])[F:19])=[CH:14][CH:13]=2)=[CH:7][CH:8]=1 |f:0.1,3.4|. Procedure details: To a solution of (1RS,2SR)-1-(4-fluorophenyl)-1-hydroxy-3-(4-(trifluoromethyl)phenyl)-2-propylamine hydrochloride (150 mg, 0.43 mmol) in ethyl acetate (5 ml) were added 1-naphthalenesulfonyl chloride (107 mg, 0.47 mmol) and saturated aqueous sodium hydrogen carbonate (5 ml) and the mixture was stirred overnight at room temperature. The reaction solution was diluted with water (50 ml) and extracted with ethyl acetate (50 ml×2). The extract was washed with saturated brine, dried over anhydrous mag... Reactants: C1(=CC=CC=C1)CC1=C(C2=CC=CC=C2C=C1)O (2-Phenylmethyl-1-naphthol), C(C)(=O)OC(C)=O (acetic anhydride), O (water). Solvent: N1=CC=CC=C1 (pyridine). Run at time 18 hour. Product: C(C)(=O)OC1=C(C=CC2=CC=CC=C12)CC1=CC=CC=C1 (1-acetoxv-2-phenylmethvlnaphthalene). The yield is 81.9%. As a reaction SMILES: [C:1](OC(=O)C)(=[O:3])[CH3:2].[C:8]1([CH2:14][C:15]2[CH:24]=[CH:23][C:22]3[C:17](=[CH:18][CH:19]=[CH:20][CH:21]=3)[C:16]=2[OH:25])[CH:13]=[CH:12][CH:11]=[CH:10][CH:9]=1.O>N1C=CC=CC=1>[C:1]([O:25][C:16]1[C:17]2[C:22](=[CH:21][CH:20]=[CH:19][CH:18]=2)[CH:23]=[CH:24][C:15]=1[CH2:14][C:8]1[CH:9]=[CH:10][CH:11]=[CH:12][CH:13]=1)(=[O:3])[CH3:2]. Procedure: A solution of acetic anhydride (3.27, 0.032 mol) in pyridine (50 mL) was stirred at 0°. 2-Phenylmethyl-1-naphthol (5.00 g, 0.021 mol) was added and the mixture was stirred while warming to room temperature. After 18 h, water was added and the mixture was extracted with ether. The ether phase was washed with dilute hydrochloric acid, then with water, then with brine and was dried over MgSO4. Concentration afforded a brown oil which was flash chromatographed (5% ethyl acetate/hexane). The resultin... The reactants are COc1cc(Cl)c(Br)c(Cl)c1, CC(C)(C)[O-], Cc1ccccc1, FC(F)(F)c1ccc(N2CCNCC2)nc1, [Na+], O. Yields the product COc1cc(Cl)c(N2CCN(c3ccc(C(F)(F)F)cn3)CC2)c(Cl)c1. As a reaction SMILES: [Br:1][c:2]1[c:3]([Cl:11])[cH:4][c:5]([O:9][CH3:10])[cH:6][c:7]1[Cl:8].[CH3:28][C:29]([CH3:30])([O-:31])[CH3:32].[CH3:35][c:36]1[cH:37][cH:38][cH:39][cH:40][cH:41]1.[F:12][C:13]([c:14]1[cH:15][cH:16][c:17]([N:20]2[CH2:21][CH2:22][NH:23][CH2:24][CH2:25]2)[n:18][cH:19]1)([F:26])[F:27].[Na+:33].[OH2:34]>>[c:2]1([N:23]2[CH2:22][CH2:21][N:20]([c:17]3[cH:16][cH:15][c:14]([C:13]([F:12])([F:26])[F:27])[cH:19][n:18]3)[CH2:25][CH2:24]2)[c:3]([Cl:11])[cH:4][c:5]([O:9][CH3:10])[cH:6][c:7]1[Cl:8].